This data is from the Open Reaction Database (ORD), a public repository of structured organic reaction records. The task is: describe an organic reaction: reactants, conditions, products, and yield The reactants are O1COC2=C1C=CC(=C2)C2=C(N=CO2)Br (5-benzo[1,3]dioxol-5-yl-4-bromo-oxazole), BrC1=NC(=CC=C1)C (2-bromo-6-methyl-pyridine), C[Sn]([Sn](C)(C)C)(C)C (1,1,1,2,2,2-hexamethyl-distannane). Reagents/catalysts: C=1C=CC(=CC1)[P](C=2C=CC=CC2)(C=3C=CC=CC3)[Pd]([P](C=4C=CC=CC4)(C=5C=CC=CC5)C=6C=CC=CC6)([P](C=7C=CC=CC7)(C=8C=CC=CC8)C=9C=CC=CC9)[P](C=1C=CC=CC1)(C=1C=CC=CC1)C=1C=CC=CC1 (tetrakis(triphenylphosphine)palladium(0)). Run in O1CCOCC1 (1,4-dioxane). The product is O1COC2=C1C=CC(=C2)C2=C(N=CO2)C2=NC(=CC=C2)C (2-(5-Benzo[1,3]dioxol-5-yl-oxazol4-yl)-6-methyl-pyridine). Isolated yield 70.1%. RXN SMILES: [O:1]1[C:5]2[CH:6]=[CH:7][C:8]([C:10]3[O:14][CH:13]=[N:12][C:11]=3Br)=[CH:9][C:4]=2[O:3][CH2:2]1.Br[C:17]1[CH:22]=[CH:21][CH:20]=[C:19]([CH3:23])[N:18]=1.C[Sn](C)(C)[Sn](C)(C)C>O1CCOCC1.C1C=CC([P]([Pd]([P](C2C=CC=CC=2)(C2C=CC=CC=2)C2C=CC=CC=2)([P](C2C=CC=CC=2)(C2C=CC=CC=2)C2C=CC=CC=2)[P](C2C=CC=CC=2)(C2C=CC=CC=2)C2C=CC=CC=2)(C2C=CC=CC=2)C2C=CC=CC=2)=CC=1>[O:1]1[C:5]2[CH:6]=[CH:7][C:8]([C:10]3[O:14][CH:13]=[N:12][C:11]=3[C:17]3[CH:22]=[CH:21][CH:20]=[C:19]([CH3:23])[N:18]=3)=[CH:9][C:4]=2[O:3][CH2:2]1 |^1:41,43,62,81|. Procedure details: A solution of 5-benzo[1,3]dioxol-5-yl-4-bromo-oxazole (156 mg, 0.58 mmol), 2-bromo-6-methyl-pyridine (100 mg, 0.58 mmol, 1 equiv), 1,1,1,2,2,2-hexamethyl-distannane (190 mg, 0.58 mmol, 1 equiv) and tetrakis(triphenylphosphine)palladium(0) (67 mg, 0.058 mmol, 0.1 equiv) in 1,4-dioxane (6 mL) was heated to reflux overnight. The resulting reaction mixture was cooled to ambient temperature and concentrated in vacuo. Silica gel chromatography (gradient from hexane to 30% ethyl acetate in hexane) prov... Starting materials: C(C)(C)(C)OC(NC=1COC[C@@](N1)(CF)C1=C(C=CC(=C1)NC(=O)C1=NC=C(C=C1)Cl)F)=O (((R)-5-{5-[(5-chloro-pyridine-2-carbonyl)-amino]-2-fluoro-phenyl}-5-fluoromethyl-5,6-dihydro-2H-[1,4]oxazin-3-yl)-carbamic acid tert-butyl ester), Cl.O1CCOCC1 (HCl Dioxan), Cl.CO (HCl MeOH). Run in C(Cl)Cl (CH2Cl2). The product is Cl.NC1=N[C@](COC1)(CF)C=1C=C(C=CC1F)NC(=O)C1=NC=C(C=C1)Cl (5-Chloro-pyridine-2-carboxylic acid [3-((R)-5-amino-3-fluoromethyl-3,6-dihydro-2H-[1,4]oxazin-3-yl)-4-fluoro-phenyl]-amide hydrochloride). As a reaction SMILES: C(OC(=O)[NH:7][C:8]1[CH2:9][O:10][CH2:11][C@:12]([C:16]2[CH:21]=[C:20]([NH:22][C:23]([C:25]3[CH:30]=[CH:29][C:28]([Cl:31])=[CH:27][N:26]=3)=[O:24])[CH:19]=[CH:18][C:17]=2[F:32])([CH2:14][F:15])[N:13]=1)(C)(C)C.Cl.O1CCOCC1.Cl.CO>C(Cl)Cl>[ClH:31].[NH2:7][C:8]1[CH2:9][O:10][CH2:11][C@:12]([C:16]2[CH:21]=[C:20]([NH:22][C:23]([C:25]3[CH:30]=[CH:29][C:28]([Cl:31])=[CH:27][N:26]=3)=[O:24])[CH:19]=[CH:18][C:17]=2[F:32])([CH2:14][F:15])[N:13]=1 |f:1.2,3.4,6.7|. Procedure details: A solution of ((R)-5-{5-[(5-chloro-pyridine-2-carbonyl)-amino]-2-fluoro-phenyl}-5-fluoromethyl-5,6-dihydro-2H-[1,4]oxazin-3-yl)-carbamic acid tert-butyl ester (106 mg, 0.22 mmol), 4 N HCl/Dioxan (1.1 ml, 4.41 mmol) and 3 N HCl/MeOH in CH2Cl2 was stirred for 15 h at room temperature and for 2 h at 40° C. to complete the conversion. The yellow solution was evaporated and taken up in MeOH. TBME was added and the white precipitate was filtered off to provide the title compound. Starting materials: Cl[Si](C(C)(C)C)(C)C (2-(chlorodimethylsilyl)-2-methylpropane), BrC1=CC=C(C(=O)C(C)N2N=CN(C2=O)C2=CC=C(C=C2)N2CCN(CC2)C2=CC=C(C=C2)O)C=C1 (2-[1-(4-bromobenzoyl)ethyl]-2,4-dihydro-4-[4-[4-(4-hydroxyphenyl)-1-piperazinyl]phenyl]-3H-1,2,4-triazol-3-one). Run in ClCCl (dichloromethane), N1=CC=CC=C1 (pyridine). Yields the product BrC1=CC=C(C(=O)C(C)N2N=CN(C2=O)C2=CC=C(C=C2)N2CCN(CC2)C2=CC=C(C=C2)O[Si](C)(C)C(C)(C)C)C=C1 (2-[1-(4-bromobenzoyl)ethyl]-4-[4-[4-[4-[[(1,1-dimethylethyl)dimethylsilyl]oxy]phenyl]-1-piperazinyl]phenyl]-2,4-dihydro-3H-1,2,4-triazol-3-one). Yield: 45.3%. As a reaction SMILES: Cl[Si:2]([CH3:8])([CH3:7])[C:3]([CH3:6])([CH3:5])[CH3:4].[Br:9][C:10]1[CH:44]=[CH:43][C:13]([C:14]([CH:16]([N:18]2[C:22](=[O:23])[N:21]([C:24]3[CH:29]=[CH:28][C:27]([N:30]4[CH2:35][CH2:34][N:33]([C:36]5[CH:41]=[CH:40][C:39]([OH:42])=[CH:38][CH:37]=5)[CH2:32][CH2:31]4)=[CH:26][CH:25]=3)[CH:20]=[N:19]2)[CH3:17])=[O:15])=[CH:12][CH:11]=1>ClCCl.N1C=CC=CC=1>[Br:9][C:10]1[CH:44]=[CH:43][C:13]([C:14]([CH:16]([N:18]2[C:22](=[O:23])[N:21]([C:24]3[CH:25]=[CH:26][C:27]([N:30]4[CH2:31][CH2:32][N:33]([C:36]5[CH:41]=[CH:40][C:39]([O:42][Si:2]([C:3]([CH3:6])([CH3:5])[CH3:4])([CH3:8])[CH3:7])=[CH:38][CH:37]=5)[CH2:34][CH2:35]4)=[CH:28][CH:29]=3)[CH:20]=[N:19]2)[CH3:17])=[O:15])=[CH:12][CH:11]=1. Reported procedure: A solution of 2-(chlorodimethylsilyl)-2-methylpropane (0.011 mol) in dichloromethane (20 ml) was added to a stirred solution of 2-[1-(4-bromobenzoyl)ethyl]-2,4-dihydro-4-[4-[4-(4-hydroxyphenyl)-1-piperazinyl]phenyl]-3H-1,2,4-triazol-3-one (0.009 mol) in pyridine (20 ml) under a nitrogen atmosphere. Stirring was continued for 1 week at room temperature. The reaction mixture was evaporated and the residue was dissolved in dichloromethane. This solution was purified over silica gel on a glass filte... Reactants: NC1=C2C(=NC=3CCCCC13)SC=C2C (4-amino-3-methyl-5,6,7,8-tetrahydrothieno[2,3-b]quinoline), ClCC(=O)Cl (chloroacetyl chloride). Reaction conditions: temperature 25 celsius. Product: ClCC(=O)NC1=C2C(=NC=3CCCCC13)SC=C2C (2-chloro-N-(3-methyl-5,6,7,8-tetrahydrothieno[2,3-b]quinolin-4-yl)acetamid). RXN SMILES: [NH2:1][C:2]1[C:11]2[CH2:10][CH2:9][CH2:8][CH2:7][C:6]=2[N:5]=[C:4]2[S:12][CH:13]=[C:14]([CH3:15])[C:3]=12.[Cl:16][CH2:17][C:18](Cl)=[O:19]>>[Cl:16][CH2:17][C:18]([NH:1][C:2]1[C:11]2[CH2:10][CH2:9][CH2:8][CH2:7][C:6]=2[N:5]=[C:4]2[S:12][CH:13]=[C:14]([CH3:15])[C:3]=12)=[O:19]. Procedure details: To 12.7 g of 4-amino-3-methyl-5,6,7,8-tetrahydrothieno[2,3-b]quinoline, was added 40 ml of chloroacetyl chloride, and the mixture was refluxed for 40 minutes. The oil bath was removed and the reaction mixture was added with 50 ml of 1,2-dichloroethane and cooled to 25° C. The precipitated crystals were collected by filtration and washed with 1,2-dichloroethane. The crystals were suspended in a mixed solvent of 250 ml of chloroform, 55 ml of water and 60 ml of ethanol, and 4.3 ml of concentrated ... Starting materials: COC(=O)Cc1ccc2c(c1)OCO2, ClCCCl, Cc1cc(C(=O)O)ccc1[N+](=O)[O-], O=P12OP3(=O)OP(=O)(O1)OP(=O)(O2)O3. The product is COC(=O)Cc1cc2c(cc1C(=O)c1ccc([N+](=O)[O-])c(C)c1)OCO2. Reaction SMILES: [CH2:1]1[O:2][c:3]2[cH:4][c:5]([CH2:10][C:11](=[O:12])[O:13][CH3:14])[cH:6][cH:7][c:8]2[O:9]1.[CH2:42]([Cl:43])[CH2:44][Cl:45].[CH3:15][c:16]1[cH:17][c:18]([C:19](=[O:20])[OH:21])[cH:22][cH:23][c:24]1[N+:25](=[O:26])[O-:27].[O:28]=[P:29]12[O:30][P:31]3(=[O:41])[O:32][P:33](=[O:39])([O:34][P:35](=[O:38])([O:36]3)[O:37]1)[O:40]2>>[CH2:1]1[O:2][c:3]2[cH:4][c:5]([CH2:10][C:11](=[O:12])[O:13][CH3:14])[c:6]([C:19]([c:18]3[cH:17][c:16]([CH3:15])[c:24]([N+:25](=[O:26])[O-:27])[cH:23][cH:22]3)=[O:20])[cH:7][c:8]2[O:9]1.